This data is from the Open Reaction Database (ORD), a public repository of structured organic reaction records. The task is: describe an organic reaction: reactants, conditions, products, and yield Starting materials: ClC1=CC=CC=2N1C=C(N2)COC2=NC=CC(=C2)CO (2-(5-chloroimidazo[1,2-a]pyridin-2-ylmethoxy)-4-pyridylmethanol), S(=O)(Cl)Cl (thionyl chloride). Conditions: time 1 hour. The product is ClC1=CC=CC=2N1C=C(N2)COC2=NC=CC(=C2)CCl (5-chloro-2-(4-chloromethyl-2-pyridyloxymethyl)imidazo[1,2-a]pyridine). The yield is 85.0%. Reaction SMILES: [Cl:1][C:2]1[N:7]2[CH:8]=[C:9]([CH2:11][O:12][C:13]3[CH:18]=[C:17]([CH2:19]O)[CH:16]=[CH:15][N:14]=3)[N:10]=[C:6]2[CH:5]=[CH:4][CH:3]=1.S(Cl)([Cl:23])=O>>[Cl:1][C:2]1[N:7]2[CH:8]=[C:9]([CH2:11][O:12][C:13]3[CH:18]=[C:17]([CH2:19][Cl:23])[CH:16]=[CH:15][N:14]=3)[N:10]=[C:6]2[CH:5]=[CH:4][CH:3]=1. Procedure: A mixture of 2-(5-chloroimidazo[1,2-a]pyridin-2-ylmethoxy)-4-pyridylmethanol (2.90 g) and thionyl chloride (10 ml) was stirred at room temperature for 1 hour. After the reaction mixture was concentrated, saturated aqueous sodium bicarbonate solution was added to the residue, which was extracted with ethyl acetate. The ethyl acetate layer was washed with saturated aqueous sodium chloride solution, dried (MgSO4), and concentrated. The residue was subjected to silica gel column chromatography to ob... Starting materials: NC(=O)N (urea), N1C(=O)NC(=O)NC1=O (cyanuric acid), C1(=N)OC(=N)OC(=N)O1 (cyamelide), NC(=O)N (urea). Product: N1C(=O)NC(=O)NC1=O (isocyanuric acid), N#CO (cyanic acid). RXN SMILES: [NH2:1][C:2](N)=[O:3].[NH:5]1[C:12](=[O:13])[NH:11][C:9](=[O:10])[NH:8][C:6]1=[O:7].C1(OC(=N)OC(=N)O1)=N>>[NH:5]1[C:12](=[O:13])[NH:11][C:9](=[O:10])[NH:8][C:6]1=[O:7].[N:1]#[C:2][OH:3]. Procedure details: under conditions sufficient to prepare the urea condensation mixture of cyanuric acid and cyamelide. The urea is first heated to produce isocyanuric acid and/or cyanic acid then reacted with urea to form biuret then further heated to form a mixture of cyanuric acid and cymelide. The reactants are CC=1C=NC=2N(C1)N=C(C2C2=NC=NC(=C2)S(=O)C)N (6-methyl-3-(6-(methylsulfinyl)pyrimidin-4-yl)pyrazolo[1,5-a]pyrimidin-2-amine), N1CC(C(=O)N)CCC1 (nipecotamide). The solvent is CN1CCCC1=O (NMP). Reaction conditions: temperature 200 celsius. Yields the product NC1=NN2C(N=CC(=C2)C)=C1C1=CC(=NC=N1)N1CC(CCC1)C(=O)N (1-(6-(2-amino-6-methylpyrazolo[1,5-a]pyrimidin-3-yl)pyrimidin-4-yl)piperidine-3-carboxamide). Reaction SMILES: [CH3:1][C:2]1[CH:3]=[N:4][C:5]2[N:6]([N:8]=[C:9]([NH2:20])[C:10]=2[C:11]2[CH:16]=[C:15](S(C)=O)[N:14]=[CH:13][N:12]=2)[CH:7]=1.[NH:21]1[CH2:29][CH2:28][CH2:27][CH:23]([C:24]([NH2:26])=[O:25])[CH2:22]1>CN1C(=O)CCC1>[NH2:20][C:9]1[C:10]([C:11]2[N:12]=[CH:13][N:14]=[C:15]([N:21]3[CH2:29][CH2:28][CH2:27][CH:23]([C:24]([NH2:26])=[O:25])[CH2:22]3)[CH:16]=2)=[C:5]2[N:4]=[CH:3][C:2]([CH3:1])=[CH:7][N:6]2[N:8]=1. Reported procedure: 6-methyl-3-(6-(methylsulfinyl)pyrimidin-4-yl)pyrazolo[1,5-a]pyrimidin-2-amine (60 mg, 0.21 mmol) was dissolved in NMP with nipecotamide (100 mg, 0.78 mmol)and heated to 200° C. in a microwave for 20 min. The reaction mixture was purified by RP HPLC (C18, CH3CN/H2O 0.1% TFA) and the pure fractions were poured into ethyl acetate/0.5 N NaOH. The organic phase was dried over sodium sulfate and concentrated to a yellow solid which was dissolved in 1N HCl in MeOH and concentrated to the HCl salt as a ... The reactants are N1(CCCCC1)CCN (1-Piperidineethylamine), N1C=C(C2=CC=CC=C12)C(=O)Cl (1H-indole-3-carboxylic acid chloride). Product: N1(CCCCC1)CCNC(=O)C1=CNC2=CC=CC=C12 (N-[2-(1-Piperidyl)ethyl] 1H-indole-3-carboxamide). As a reaction SMILES: [N:1]1([CH2:7][CH2:8][NH2:9])[CH2:6][CH2:5][CH2:4][CH2:3][CH2:2]1.[NH:10]1[C:18]2[C:13](=[CH:14][CH:15]=[CH:16][CH:17]=2)[C:12]([C:19](Cl)=[O:20])=[CH:11]1>>[N:1]1([CH2:7][CH2:8][NH:9][C:19]([C:12]2[C:13]3[C:18](=[CH:17][CH:16]=[CH:15][CH:14]=3)[NH:10][CH:11]=2)=[O:20])[CH2:6][CH2:5][CH2:4][CH2:3][CH2:2]1. Procedure details: 1-Piperidineethylamine was reacted with 1H-indole-3-carboxylic acid chloride using the method described in Description 1 to afford the title compound (D2) as a beige solid. The reactants are [BH4-].[Li+] (Lithium borohydride), C(C)OC(=O)C1=NC2=CC=CC=C2C(=C1)OCC1=CC=C(C=C1)C1=C(C=CC=C1)C=1N=NN(N1)C(C1=CC=CC=C1)(C1=CC=CC=C1)C1=CC=CC=C1 (2-ethoxycarbonyl-4-([2'-(2-triphenylmethyl-2H-tetrazol-5-yl)biphenyl-4-yl]methoxy)quinoline), O (Water). The solvent is O1CCCC1 (tetrahydrofuran). Conditions: time 18 hour. The product is OCC1=NC2=CC=CC=C2C(=C1)OCC1=CC=C(C=C1)C1=C(C=CC=C1)C=1N=NN(N1)C(C1=CC=CC=C1)(C1=CC=CC=C1)C1=CC=CC=C1 (2-hydroxymethy-4-([2'-(2-triphenylmethyl-2H-tetrazol-5-yl)biphenyl-4-yl]methoxy)quinoline). Isolated yield 65.5%. RXN SMILES: [BH4-].[Li+].C([O:5][C:6]([C:8]1[CH:17]=[C:16]([O:18][CH2:19][C:20]2[CH:25]=[CH:24][C:23]([C:26]3[CH:31]=[CH:30][CH:29]=[CH:28][C:27]=3[C:32]3[N:33]=[N:34][N:35]([C:37]([C:50]4[CH:55]=[CH:54][CH:53]=[CH:52][CH:51]=4)([C:44]4[CH:49]=[CH:48][CH:47]=[CH:46][CH:45]=4)[C:38]4[CH:43]=[CH:42][CH:41]=[CH:40][CH:39]=4)[N:36]=3)=[CH:22][CH:21]=2)[C:15]2[C:10](=[CH:11][CH:12]=[CH:13][CH:14]=2)[N:9]=1)=O)C.O>O1CCCC1>[OH:5][CH2:6][C:8]1[CH:17]=[C:16]([O:18][CH2:19][C:20]2[CH:21]=[CH:22][C:23]([C:26]3[CH:31]=[CH:30][CH:29]=[CH:28][C:27]=3[C:32]3[N:33]=[N:34][N:35]([C:37]([C:50]4[CH:55]=[CH:54][CH:53]=[CH:52][CH:51]=4)([C:38]4[CH:39]=[CH:40][CH:41]=[CH:42][CH:43]=4)[C:44]4[CH:45]=[CH:46][CH:47]=[CH:48][CH:49]=4)[N:36]=3)=[CH:24][CH:25]=2)[C:15]2[C:10](=[CH:11][CH:12]=[CH:13][CH:14]=2)[N:9]=1 |f:0.1|. Procedure: Lithium borohydride (11 mg) was added to a solution of 2-ethoxycarbonyl-4-([2'-(2-triphenylmethyl-2H-tetrazol-5-yl)biphenyl-4-yl]methoxy)quinoline (346 mg) in tetrahydrofuran (4 ml) and the mixture stirred for 18 hours. Water (20 ml) was added to the mixture and a white solid precipitated. The solid was collected by filtration, dissolved in ethyl acetate and the solution dried (MgSO4). The solvent was removed by evaporation and the residue crystallised from ethyl acetate/hexane to give 2-hydroxy...